The task is: describe an organic reaction: reactants, conditions, products, and yield. This data is from the Open Reaction Database (ORD), a public repository of structured organic reaction records. The reactants are [N+](=O)([O-])C=1C=C(C=CC1)C1=NN=NN1 (3-Nitro-(1H-tetrazol-5-yl)benzene). Reagents/catalysts: [Pd] (palladium/carbon). Solvent: C(C)O (ethanol). Run at time 2 hour. Yields the product NC=1C=C(C=CC1)C1=NN=NN1 (3-Amino-(1H-tetrazol-5-yl)benzene). Reaction SMILES: [N+:1]([C:4]1[CH:5]=[C:6]([C:10]2[NH:14][N:13]=[N:12][N:11]=2)[CH:7]=[CH:8][CH:9]=1)([O-])=O>C(O)C.[Pd]>[NH2:1][C:4]1[CH:5]=[C:6]([C:10]2[NH:14][N:13]=[N:12][N:11]=2)[CH:7]=[CH:8][CH:9]=1. Procedure details: 3-Nitro-(1H-tetrazol-5-yl)benzene was dissolved in 200 ml of ethanol, treated with 1.7 g of 10% palladium/carbon catalyst, and hydrogenated on a Parr apparatus at 30 psi for 2 hours. The reaction mixture was filtered through Celite and concentrated to give 4.7 g of the title compound. Reactants: O=C1CCC(=O)N1Br, CC(=O)OCSCC(C)(C)NC(=O)OCc1ccccc1, CSCC(C)(C)NC(=O)OCc1ccccc1, CO, I, [Na+], [Na+], O, O=C([O-])O, O=S([O-])O. The product is CC(C)(CSSCC(C)(C)NC(=O)OCc1ccccc1)NC(=O)OCc1ccccc1. Reaction SMILES: [Br:19][N:20]1[C:21](=[O:22])[CH2:23][CH2:24][C:25]1=[O:26].[C:32]([O:33][CH2:34][S:37][CH2:38][C:39]([CH3:40])([CH3:41])[NH:42][C:43](=[O:44])[O:45][CH2:46][c:47]1[cH:48][cH:49][cH:50][cH:51][cH:52]1)(=[O:35])[CH3:36].[CH3:1][C:2]([CH2:3][S:4][CH3:5])([CH3:6])[NH:7][C:8]([O:9][CH2:10][c:11]1[cH:12][cH:13][cH:14][cH:15][cH:16]1)=[O:17].[CH3:59][OH:60].[I:53].[Na+:27].[Na+:54].[OH2:18].[OH:28][C:29](=[O:30])[O-:31].[OH:55][S:56](=[O:57])[O-:58]>>[CH3:1][C:2]([CH2:3][S:4][S:37][CH2:38][C:39]([CH3:40])([CH3:41])[NH:42][C:43](=[O:44])[O:45][CH2:46][c:47]1[cH:48][cH:49][cH:50][cH:51][cH:52]1)([CH3:6])[NH:7][C:8]([O:9][CH2:10][c:11]1[cH:12][cH:13][cH:14][cH:15][cH:16]1)=[O:17]. Reactants: CCC(C(=O)[O-])N(Cc1cc2c(cn1)OCCO2)C1CCN(CCn2c(=O)ccc3ncc(OC)cc32)CC1, CO, Cl, [Na+], C1CCOC1, [OH-]. Yields the product COc1cnc2ccc(=O)n(CCN3CCC(N(CC(=O)O)Cc4cc5c(cn4)OCCO5)CC3)c2c1. RXN SMILES: [CH2:1]([CH3:2])[CH:3]([C:4](=[O:5])[O-:6])[N:7]([CH:8]1[CH2:9][CH2:10][N:11]([CH2:14][CH2:15][n:16]2[c:17](=[O:28])[cH:18][cH:19][c:20]3[n:21][cH:22][c:23]([O:26][CH3:27])[cH:24][c:25]23)[CH2:12][CH2:13]1)[CH2:29][c:30]1[cH:31][c:32]2[c:33]([cH:34][n:35]1)[O:36][CH2:37][CH2:38][O:39]2.[CH3:43][OH:44].[ClH:42].[Na+:41].[O:45]1[CH2:46][CH2:47][CH2:48][CH2:49]1.[OH-:40]>>[CH2:3]([C:4](=[O:5])[OH:6])[N:7]([CH:8]1[CH2:9][CH2:10][N:11]([CH2:14][CH2:15][n:16]2[c:17](=[O:28])[cH:18][cH:19][c:20]3[n:21][cH:22][c:23]([O:26][CH3:27])[cH:24][c:25]23)[CH2:12][CH2:13]1)[CH2:29][c:30]1[cH:31][c:32]2[c:33]([cH:34][n:35]1)[O:36][CH2:37][CH2:38][O:39]2. Starting materials: BrC=1C=C(C=CC1OC)CC(=O)C (1-(3-bromo-4-methoxyphenyl)acetone), C(C)(=O)OC(C)=O (acetic anhydride), O.O.O.C(C)(=O)[O-].[Na+] (Sodium acetate trihydrate). Reagents/catalysts: C1(=CC=C(C=C1)S(=O)(=O)O)C (p-toluenesulfonic acid). Solvent: O (water). Run at time 30 minute. Product: BrC=1C=C(C=CC1OC)C(C(C)=O)C(C)=O (3-(3-Bromo-4-methoxyphenyl)pentane-2,4-dione). Isolated yield 48.6%. RXN SMILES: [Br:1][C:2]1[CH:3]=[C:4]([CH2:10][C:11]([CH3:13])=[O:12])[CH:5]=[CH:6][C:7]=1[O:8][CH3:9].[C:14](OC(=O)C)(=[O:16])[CH3:15].O.O.O.C([O-])(=O)C.[Na+]>O.C1(C)C=CC(S(O)(=O)=O)=CC=1>[Br:1][C:2]1[CH:3]=[C:4]([CH:10]([C:14](=[O:16])[CH3:15])[C:11](=[O:12])[CH3:13])[CH:5]=[CH:6][C:7]=1[O:8][CH3:9] |f:2.3.4.5.6|. Reported procedure: A mixture of 1-(3-bromo-4-methoxyphenyl)acetone (410 mg, 1.69 mmol), acetic anhydride (0.318 mL, 344 mg, 3.37 mmol), and p-toluenesulfonic acid (12.7 mg, 0.067 mmol) was stirred for 30 min. at RT. Boron trifluoride-acetic acid complex (0.275 mL, 372 mg, 2.92 mmol) was added and stirring was continued for 20 h. Sodium acetate trihydrate (919 mg, 6.76 mmol) in 1.7 mL of water was added and the mixture was refluxed for 3 h. Upon cooling, the reaction was partitioned between 50 mL of ethyl acetate a... Yield: 57.1%. The reactants are C(CCCC)(=O)OCC=1C=C(C=CC1OC(CCCC)=O)C(C)=O (3'-valeryloxymethyl-4'-valeryloxyacetophenone), BrBr (bromine), C(=O)=O (carbon dioxide). Yields the product C(CCCC)(=O)OCC=1C=C(C=CC1OC(CCCC)=O)C(CBr)=O (3'-valeryloxymethyl-4'-valeryloxy-2-bromoacetophenone). The solvent is C(Cl)(Cl)Cl (chloroform), C(Cl)(Cl)Cl (chloroform). Reported procedure: A solution of bromine (4.2 g.) in chloroform (20 ml.) was added dropwise to a cooled stirred solution of 3'-valeryloxymethyl-4'-valeryloxyacetophenone (8.5 g.) in chloroform (100 ml.). During the addition, the temperature was maintained at 0°-5° C. by the addition of small pieces of solid carbon dioxide. The solution was then washed with 10% w/v sodium carbonate solution (3×100 ml.) water (2×100 ml.) and saturated brine (100 ml.). The organic phase was dried (MgSO4), filtered, and evaporated yie... RXN SMILES: [Br:1]Br.[C:3]([O:9][CH2:10][C:11]1[CH:12]=[C:13]([C:24](=[O:26])[CH3:25])[CH:14]=[CH:15][C:16]=1[O:17][C:18](=[O:23])[CH2:19][CH2:20][CH2:21][CH3:22])(=[O:8])[CH2:4][CH2:5][CH2:6][CH3:7].C(=O)=O>C(Cl)(Cl)Cl>[C:3]([O:9][CH2:10][C:11]1[CH:12]=[C:13]([C:24](=[O:26])[CH2:25][Br:1])[CH:14]=[CH:15][C:16]=1[O:17][C:18](=[O:23])[CH2:19][CH2:20][CH2:21][CH3:22])(=[O:8])[CH2:4][CH2:5][CH2:6][CH3:7]. Starting materials: Cl.FC1=CC=C(C=C1)C(CCCN)C1=CC=C(C=C1)F (4,4-bis-(4-fluoro-phenyl)-butylamine monohydrochloride), C1(CCCCC1)N([C@H](C(=O)O)CC(C)C)C ((S)-2-(Cyclohexyl-methyl-amino)-4-methyl-pentanoic acid), C(C)(C)N(C(C)C)CC (N,N-diisopropylethylamine), O-benzotriazol-1-yl-N,N,N,N′,N′-tetramethyluronium hexafluorophosphate, C(C)OCC (diethyl ether). Run in CN(C)C=O (DMF). Reaction conditions: temperature 0 celsius, time 40 minute. The product is Cl.FC1=CC=C(C=C1)C(CCCNC([C@H](CC(C)C)N(C)C1CCCCC1)=O)C1=CC=C(C=C1)F ((S)-2-(Cyclohexyl-methyl-amino)-4-methyl-pentanoic acid [4,4-bis-(4-fluoro-phenyl)-butyl]-amide monohydrochloride). Yield: 76.2%. As a reaction SMILES: [CH:1]1([N:7]([CH3:16])[C@@H:8]([CH2:12][CH:13]([CH3:15])[CH3:14])[C:9]([OH:11])=O)[CH2:6][CH2:5][CH2:4][CH2:3][CH2:2]1.C(N(CC)C(C)C)(C)C.[ClH:26].[F:27][C:28]1[CH:33]=[CH:32][C:31]([CH:34]([C:39]2[CH:44]=[CH:43][C:42]([F:45])=[CH:41][CH:40]=2)[CH2:35][CH2:36][CH2:37][NH2:38])=[CH:30][CH:29]=1.C(OCC)C>CN(C=O)C>[ClH:26].[F:27][C:28]1[CH:33]=[CH:32][C:31]([CH:34]([C:39]2[CH:40]=[CH:41][C:42]([F:45])=[CH:43][CH:44]=2)[CH2:35][CH2:36][CH2:37][NH:38][C:9](=[O:11])[C@@H:8]([N:7]([CH:1]2[CH2:2][CH2:3][CH2:4][CH2:5][CH2:6]2)[CH3:16])[CH2:12][CH:13]([CH3:15])[CH3:14])=[CH:30][CH:29]=1 |f:2.3,6.7|. Procedure details: (S)-2-(Cyclohexyl-methyl-amino)-4-methyl-pentanoic acid (0.300 g, 1.32 mmol) was dissolved in dry DMF (4 mL) under nitrogen atmosphere and cooled to 0° C. in an ice-water bath. To this solution were added, in succession, N,N-diisopropylethylamine (0.690 mL, 3.96 mmol) and solid O-benzotriazol-1-yl-N,N,N,N′,N′-tetramethyluronium hexafluorophosphate (0.501 g, 1.32 mmol). The resulting reaction mixture was stirred at that temperature for 40 minutes; solid 4,4-bis-(4-fluoro-phenyl)-butylamine monohy... The reactants are CC(C)O, Cl, [Na+], O, NC1C(O)OC(CO)C(O)C1O, O=S(=O)([O-])O. Yields the product NC1C(OS(=O)(=O)O)OC(CO)C(O)C1O. Reaction SMILES: [CH:20]([OH:21])([CH3:22])[CH3:23].[ClH:1].[Na+:19].[OH2:24].[OH:2][CH:3]1[CH:4]([NH2:5])[CH:6]([OH:7])[CH:8]([OH:9])[CH:10]([CH2:12][OH:13])[O:11]1.[S:14](=[O:15])(=[O:16])([OH:17])[O-:18]>>[O:2]([CH:3]1[CH:4]([NH2:5])[CH:6]([OH:7])[CH:8]([OH:9])[CH:10]([CH2:12][OH:13])[O:11]1)[S:14](=[O:15])(=[O:16])[OH:17]. Reactants: COc1cccc2[nH]cc(C=O)c12, COc1cc(C(C)=O)cc(OC)c1OC. Yields the product COc1cc(C(=O)C=Cc2c[nH]c3cccc(OC)c23)cc(OC)c1OC. As a reaction SMILES: [CH3:16][O:17][c:18]1[c:19]2[c:20]([CH:27]=[O:28])[cH:21][nH:22][c:23]2[cH:24][cH:25][cH:26]1.[CH3:1][O:2][c:3]1[cH:4][c:5]([C:13]([CH3:14])=[O:15])[cH:6][c:7]([O:11][CH3:12])[c:8]1[O:9][CH3:10]>>[CH3:1][O:2][c:3]1[cH:4][c:5]([C:13]([CH:14]=[CH:27][c:20]2[c:19]3[c:18]([O:17][CH3:16])[cH:26][cH:25][cH:24][c:23]3[nH:22][cH:21]2)=[O:15])[cH:6][c:7]([O:11][CH3:12])[c:8]1[O:9][CH3:10]. Reactants: COC(=O)C1(Cc2ccc(Br)cc2)CC(F)(F)CN1C(=O)OC(C)(C)C, Fc1ccc(Br)nc1, C1COCCO1, [F-], [K+], [Pd], c1ccc(P(c2ccccc2)c2ccccc2)cc1, c1ccc(P(c2ccccc2)c2ccccc2)cc1, c1ccc(P(c2ccccc2)c2ccccc2)cc1, c1ccc(P(c2ccccc2)c2ccccc2)cc1. Product: COC(=O)C1(Cc2ccc(-c3ccc(F)cn3)cc2)CC(F)(F)CN1C(=O)OC(C)(C)C. Reaction SMILES: [Br:1][c:2]1[cH:3][cH:4][c:5]([CH2:6][C:7]2([C:21](=[O:22])[O:23][CH3:24])[N:8]([C:14](=[O:15])[O:16][C:17]([CH3:18])([CH3:19])[CH3:20])[CH2:9][C:10]([F:12])([F:13])[CH2:11]2)[cH:25][cH:26]1.[Br:27][c:28]1[n:29][cH:30][c:31]([F:34])[cH:32][cH:33]1.[CH2:37]1[O:38][CH2:39][CH2:40][O:41][CH2:42]1.[F-:35].[K+:36].[Pd:119].[c:100]1([P:101]([c:102]2[cH:103][cH:104][cH:105][cH:106][cH:107]2)[c:108]2[cH:109][cH:110][cH:111][cH:112][cH:113]2)[cH:114][cH:115][cH:116][cH:117][cH:118]1.[c:43]1([P:44]([c:45]2[cH:46][cH:47][cH:48][cH:49][cH:50]2)[c:51]2[cH:52][cH:53][cH:54][cH:55][cH:56]2)[cH:57][cH:58][cH:59][cH:60][cH:61]1.[c:62]1([P:63]([c:64]2[cH:65][cH:66][cH:67][cH:68][cH:69]2)[c:70]2[cH:71][cH:72][cH:73][cH:74][cH:75]2)[cH:76][cH:77][cH:78][cH:79][cH:80]1.[c:81]1([P:82]([c:83]2[cH:84][cH:85][cH:86][cH:87][cH:88]2)[c:89]2[cH:90][cH:91][cH:92][cH:93][cH:94]2)[cH:95][cH:96][cH:97][cH:98][cH:99]1>>[c:2]1(-[c:28]2[n:29][cH:30][c:31]([F:34])[cH:32][cH:33]2)[cH:3][cH:4][c:5]([CH2:6][C:7]2([C:21](=[O:22])[O:23][CH3:24])[N:8]([C:14](=[O:15])[O:16][C:17]([CH3:18])([CH3:19])[CH3:20])[CH2:9][C:10]([F:12])([F:13])[CH2:11]2)[cH:25][cH:26]1. The reactants are BrC1=NC=C(C=N1)Br (2,5-dibromopyrimidine), C(CC)OC=1C=C(C=CC1)B(O)O (3-propoxybenzeneboronic acid), C([O-])([O-])=O.[Na+].[Na+] (sodium carbonate), C(C)O (ethanol). Reagents/catalysts: C=1C=CC(=CC1)[P](C=2C=CC=CC2)(C=3C=CC=CC3)[Pd]([P](C=4C=CC=CC4)(C=5C=CC=CC5)C=6C=CC=CC6)([P](C=7C=CC=CC7)(C=8C=CC=CC8)C=9C=CC=CC9)[P](C=1C=CC=CC1)(C=1C=CC=CC1)C=1C=CC=CC1 (tetrakis(triphenylphosphine)palladium(0)). Run in C1(=CC=CC=C1)C (toluene), O (water). The product is C(CC)OC=1C=C(C=CC1)C1=NC=C(C=N1)C1=CC(=CC=C1)OCCC (2,5-bis(3-propoxyphenyl)pyrimidine). Reaction SMILES: Br[C:2]1[N:7]=[CH:6][C:5](Br)=[CH:4][N:3]=1.[CH2:9]([O:12][C:13]1[CH:14]=[C:15](B(O)O)[CH:16]=[CH:17][CH:18]=1)[CH2:10][CH3:11].[C:22](=[O:25])([O-])[O-].[Na+].[Na+].[CH2:28](O)[CH3:29]>C1(C)C=CC=CC=1.C1C=CC([P]([Pd]([P](C2C=CC=CC=2)(C2C=CC=CC=2)C2C=CC=CC=2)([P](C2C=CC=CC=2)(C2C=CC=CC=2)C2C=CC=CC=2)[P](C2C=CC=CC=2)(C2C=CC=CC=2)C2C=CC=CC=2)(C2C=CC=CC=2)C2C=CC=CC=2)=CC=1.O>[CH2:9]([O:12][C:13]1[CH:14]=[C:15]([C:2]2[N:7]=[CH:6][C:5]([C:13]3[CH:14]=[CH:15][CH:16]=[C:17]([O:25][CH2:22][CH2:28][CH3:29])[CH:18]=3)=[CH:4][N:3]=2)[CH:16]=[CH:17][CH:18]=1)[CH2:10][CH3:11] |f:2.3.4,^1:41,43,62,81|. Reported procedure: 2.0 g (8.4 mmol) of 2,5-dibromopyrimidine, 4.54 g (25.2 mmol) of 3-propoxybenzeneboronic acid, 5.34 g (50.4 mmol) of sodium carbonate and 0.10 g (0.9 mmol) of tetrakis(triphenylphosphine)palladium(0) are heated at 80° C. for 6 hours in 50 ml of toluene, 25 ml of ethanol and 25 ml of water. The reaction mixture is subsequently partitioned between water and ether, the organic phase is washed twice with sodium chloride solution, dried over sodium sulfate and evaporated, and the residue is purified ...